This data is from the Open Reaction Database (ORD), a public repository of structured organic reaction records. The task is: describe an organic reaction: reactants, conditions, products, and yield The reactants are C(C)(=O)Cl (acetyl chloride), N1=CC=CC=C1 (pyridine), ClC1=CC=C(C=C1)NC(=O)NN1C=NC2=C(C=CC=C2C1=O)O (1-(p-chlorophenyl)-3-(3,4-dihydro-8-hydroxy-4-oxo-3-quinazolinyl)urea). Solvent: ClCCl (dichloromethane). Conditions: time 8 hour. The product is C(C)(=O)O.ClC1=CC=C(C=C1)NC(=O)NN1C=NC2=C(C=CC=C2C1=O)O (1(p-Chlorophenyl)-3-(3,4-dihydro-8-hydroxy-4-oxo-3-quinazolinyl)urea acetate). RXN SMILES: [Cl:1][C:2]1[CH:7]=[CH:6][C:5]([NH:8][C:9]([NH:11][N:12]2[C:21](=[O:22])[C:20]3[C:15](=[C:16]([OH:23])[CH:17]=[CH:18][CH:19]=3)[N:14]=[CH:13]2)=[O:10])=[CH:4][CH:3]=1.C(Cl)(=[O:26])C.N1C=CC=CC=1>ClCCl>[C:21]([OH:22])(=[O:26])[CH3:20].[Cl:1][C:2]1[CH:7]=[CH:6][C:5]([NH:8][C:9]([NH:11][N:12]2[C:21](=[O:22])[C:20]3[C:15](=[C:16]([OH:23])[CH:17]=[CH:18][CH:19]=3)[N:14]=[CH:13]2)=[O:10])=[CH:4][CH:3]=1 |f:4.5|. Reported procedure: A mixture of 1-(p-chlorophenyl)-3-(3,4-dihydro-8-hydroxy-4-oxo-3-quinazolinyl)urea (0.66 g, 2.00 mmol) in dichloromethane is treated with acetyl chloride (0.155 mL, 2.11 mmol) and pyridine (0.165 mL, 2.04 mmol), stirred overnight, washed sequentially with 5% hydrochloric acid, saturated sodium hydrogen carbonate solution and brine, dried over anhydrous MgSO4 and concentrated in vacuo to obtain a solid. The solid is washed with dichloromethane and dried to give the title product as a white solid,... Reactants: O1C(=CC=C1)CN[C@]12[C@@H]([C@H]3CC[C@@H]4[C@]5(CC=C(C([C@@H]5CC[C@]4([C@@]3(CC1)C)C)(C)C)C1=CC=C(C(=O)OC)C=C1)C)[C@@H](CC2)C(=C)C (methyl 4-((1R,3aS,5aR,5bR,7aR,11aS,11bR,13aR,13bR)-3a-(furan-2-ylmethylamino)-5a,5b,8,8,11a-pentamethyl-1-(prop-1-en-2-yl)-2,3,3a,4,5,5a,5b,6,7,7a,8,11,11a,11b,12,13,13a,13b-octadecahydro-1H-cyclopenta[a]chrysen-9-yl)benzoate), [OH-].[Na+] (NaOH). The solvent is O1CCOCC1 (1,4-dioxane). Run at temperature 85 celsius. Product: O1C(=CC=C1)CN[C@]12[C@@H]([C@H]3CC[C@@H]4[C@]5(CC=C(C([C@@H]5CC[C@]4([C@@]3(CC1)C)C)(C)C)C1=CC=C(C(=O)O)C=C1)C)[C@@H](CC2)C(=C)C (4-((1R,3aS,5aR,5bR,7aR,11aS,11bR,13aR,13bR)-3a-(furan-2-ylmethylamino)-5a,5b,8,8,11a-pentamethyl-1-(prop-1-en-2-yl)-2,3,3a,4,5,5a,5b,6,7,7a,8,11,11a,11b,12,13,13a,13b-octadecahydro-1H-cyclopenta[a]chrysen-9-yl)benzoic acid). The yield is 60.0%. As a reaction SMILES: [O:1]1[CH:5]=[CH:4][CH:3]=[C:2]1[CH2:6][NH:7][C@:8]12[CH2:43][CH2:42][C@@H:41]([C:44]([CH3:46])=[CH2:45])[C@@H:9]1[C@@H:10]1[C@@:23]([CH3:26])([CH2:24][CH2:25]2)[C@@:22]2([CH3:27])[C@@H:13]([C@:14]3([CH3:40])[C@@H:19]([CH2:20][CH2:21]2)[C:18]([CH3:29])([CH3:28])[C:17]([C:30]2[CH:39]=[CH:38][C:33]([C:34]([O:36]C)=[O:35])=[CH:32][CH:31]=2)=[CH:16][CH2:15]3)[CH2:12][CH2:11]1.[OH-].[Na+]>O1CCOCC1>[O:1]1[CH:5]=[CH:4][CH:3]=[C:2]1[CH2:6][NH:7][C@:8]12[CH2:43][CH2:42][C@@H:41]([C:44]([CH3:46])=[CH2:45])[C@@H:9]1[C@@H:10]1[C@@:23]([CH3:26])([CH2:24][CH2:25]2)[C@@:22]2([CH3:27])[C@@H:13]([C@:14]3([CH3:40])[C@@H:19]([CH2:20][CH2:21]2)[C:18]([CH3:29])([CH3:28])[C:17]([C:30]2[CH:39]=[CH:38][C:33]([C:34]([OH:36])=[O:35])=[CH:32][CH:31]=2)=[CH:16][CH2:15]3)[CH2:12][CH2:11]1 |f:1.2|. Reported procedure: To a solution of methyl 4-((1R,3aS,5aR,5bR,7aR,11aS,11bR,13aR,13bR)-3a-(furan-2-ylmethylamino)-5a,5b,8,8,11a-pentamethyl-1-(prop-1-en-2-yl)-2,3,3a,4,5,5a,5b,6,7,7a,8,11,11a,11b,12,13,13a,13b-octadecahydro-1H-cyclopenta[a]chrysen-9-yl)benzoate (31 mg, 0.050 mmol) in 1,4-dioxane (2 mL) was added 1N NaOH (0.248 mL, 0.248 mmol). The mixture was heated to 85° C. for 22 h then was cooled to rt. The crude product was purified by prep HPLC. The fractions containing the expected product were combined and... Starting materials: CCO, CCCCCC1CCC(c2cc(F)c(C#N)c(F)c2)CC1, [K+], [OH-], O. The product is CCCCCC1CCC(c2cc(F)c(C(=O)O)c(F)c2)CC1. RXN SMILES: [CH3:25][CH2:26][OH:27].[F:1][c:2]1[c:3]([C:4]#[N:5])[c:6]([F:21])[cH:7][c:8]([CH:10]2[CH2:11][CH2:12][CH:13]([CH2:16][CH2:17][CH2:18][CH2:19][CH3:20])[CH2:14][CH2:15]2)[cH:9]1.[K+:23].[OH-:22].[OH2:24]>>[F:1][c:2]1[c:3]([C:4](=[O:22])[OH:24])[c:6]([F:21])[cH:7][c:8]([CH:10]2[CH2:11][CH2:12][CH:13]([CH2:16][CH2:17][CH2:18][CH2:19][CH3:20])[CH2:14][CH2:15]2)[cH:9]1. Reactants: C([O-])([O-])=O.[Cs+].[Cs+] (cesium carbonate), C1(=CC=CC=C1)P(C1=CC=CC=2C(C3=CC=CC(=C3OC12)P(C1=CC=CC=C1)C1=CC=CC=C1)(C)C)C1=CC=CC=C1 (4,5-bis(diphenylphosphino)-9,9-dimethylxanthene), BrC1=CC(=C(C#N)C=C1)Cl (4-bromo-2-chlorobenzonitrile), C(C)C1C(C(C(N1)=O)(C)C)=O (5-ethyl-3,3-dimethylpyrrolidine-2,4-dione). The reagents and catalysts are C=1C=CC(=CC1)/C=C/C(=O)/C=C/C2=CC=CC=C2.C=1C=CC(=CC1)/C=C/C(=O)/C=C/C2=CC=CC=C2.C=1C=CC(=CC1)/C=C/C(=O)/C=C/C2=CC=CC=C2.[Pd].[Pd] (tris(dibenzylideneacetone)dipalladium(0)). The product is ClC1=C(C#N)C=CC(=C1)N1C(C(C(C1CC)=O)(C)C)=O (2-chloro-4-(5-ethyl-3,3-dimethyl-2,4-dioxopyrrolidin-1-yl)benzonitrile), solid. Yield: 65.0%. As a reaction SMILES: Br[C:2]1[CH:9]=[CH:8][C:5]([C:6]#[N:7])=[C:4]([Cl:10])[CH:3]=1.[CH2:11]([CH:13]1[NH:17][C:16](=[O:18])[C:15]([CH3:20])([CH3:19])[C:14]1=[O:21])[CH3:12].C(=O)([O-])[O-].[Cs+].[Cs+].C1(P(C2C=CC=CC=2)C2C3OC4C(=CC=CC=4P(C4C=CC=CC=4)C4C=CC=CC=4)C(C)(C)C=3C=CC=2)C=CC=CC=1>C1C=CC(/C=C/C(/C=C/C2C=CC=CC=2)=O)=CC=1.C1C=CC(/C=C/C(/C=C/C2C=CC=CC=2)=O)=CC=1.C1C=CC(/C=C/C(/C=C/C2C=CC=CC=2)=O)=CC=1.[Pd].[Pd]>[Cl:10][C:4]1[CH:3]=[C:2]([N:17]2[CH:13]([CH2:11][CH3:12])[C:14](=[O:21])[C:15]([CH3:20])([CH3:19])[C:16]2=[O:18])[CH:9]=[CH:8][C:5]=1[C:6]#[N:7] |f:2.3.4,6.7.8.9.10|. Procedure: Using 4-bromo-2-chlorobenzonitrile (219 mg), 5-ethyl-3,3-dimethylpyrrolidine-2,4-dione (120 mg), cesium carbonate (378 mg), tris(dibenzylideneacetone)dipalladium(0) (71 mg) and 4,5-bis(diphenylphosphino)-9,9-dimethylxanthene (89 mg), and in the same manner as in Reference Example 3, the title compound was obtained as a colorless solid (yield: 147 mg, 65%). Reactants: BrC=1C=CC=2OCC(NC2N1)=O (6-Bromo-2H-pyrido[3,2-b][1,4]oxazin-3(4H)-one), CS(=O)(=O)OCCN1CCC(CC1)NC(=O)OC(C)(C)C (2-{4-[(tert-butoxycarbonyl)amino]piperidin-1-yl}ethyl methanesulfonate), CS(=O)(=O)OCCN1CCC(CC1)NC(=O)OC(C)(C)C (2-{4-[(tert-butoxycarbonyl)amino]piperidin-1-yl}ethyl methanesulfonate), BrC=1C=CC=2OCC(NC2N1)=O (6-Bromo-2H-pyrido[3,2-b][1,4]oxazin-3(4H)-one), [H-].[Na+] (sodium hydride), COC1=CC=C2C=CC(N(C2=C1)CCN1CCC(CC1)NC(OC(C)(C)C)=O)=O (tert-butyl {1-[2-(7-methoxy-2-oxoquinolin-1(2H)-yl)ethyl]piperidin-4-yl}carbamate). The solvent is CO.ClCCl (methanol dichloromethane). The product is BrC1=CC2=C(OCC(N2CCN2CCC(CC2)NC(OC(C)(C)C)=O)=O)N=C1 (tert-Butyl {1-[2-(7-bromo-2-oxo-2,3-dihydro-1H-pyrido[2,3-b][1,4]oxazin-1-yl)ethyl]piperidin-4-yl}carbamate). Yield: 93.0%. Reaction SMILES: [Br:1]C1C=CC2OCC(=O)NC=2N=1.[H-].[Na+].CS(OCCN1CCC([NH:28][C:29]([O:31][C:32](C)(C)C)=O)CC1)(=O)=O.COC1C=[C:46]2[C:41](C=C[C:44](=[O:64])[N:45]2[CH2:48][CH2:49][N:50]2[CH2:55][CH2:54][CH:53]([NH:56][C:57](=[O:63])[O:58][C:59]([CH3:62])([CH3:61])[CH3:60])[CH2:52][CH2:51]2)=[CH:40][CH:39]=1>CO.ClCCl>[Br:1][C:40]1[CH:39]=[N:28][C:29]2[O:31][CH2:32][C:44](=[O:64])[N:45]([CH2:48][CH2:49][N:50]3[CH2:55][CH2:54][CH:53]([NH:56][C:57](=[O:63])[O:58][C:59]([CH3:60])([CH3:61])[CH3:62])[CH2:52][CH2:51]3)[C:46]=2[CH:41]=1 |f:1.2,5.6|. Reported procedure: 6-Bromo-2H-pyrido[3,2-b][1,4]oxazin-3(4H)-one (Intermediate 211) (460 mg, 2.0 mmol) was deprotonated with sodium hydride and alkylated with 2-{4-[(tert-butoxycarbonyl)amino]piperidin-1-yl}ethyl methanesulfonate (Intermediate 6) (2.1 mmol) as described for Intermediate 2. Chromatography on silica gel with methanol/dichloromethane gave the product as an oil (0.85 g, 93% yield). Starting materials: CC(O)C1CN(Cc2ccccc2)CC1c1ccc(F)c(F)c1, N#Cc1ccc(Cl)nc1, [H-], [Na+], CN(C)C=O. The product is CC(Oc1ccc(C#N)cn1)C1CN(Cc2ccccc2)CC1c1ccc(F)c(F)c1. RXN SMILES: [CH2:1]([c:2]1[cH:3][cH:4][cH:5][cH:6][cH:7]1)[N:8]1[CH2:9][CH:10]([CH:21]([CH3:22])[OH:23])[CH:11]([c:13]2[cH:14][c:15]([F:20])[c:16]([F:19])[cH:17][cH:18]2)[CH2:12]1.[Cl:26][c:27]1[n:28][cH:29][c:30]([C:31]#[N:32])[cH:33][cH:34]1.[H-:25].[Na+:24].[O:35]=[CH:36][N:37]([CH3:38])[CH3:39]>>[CH2:1]([c:2]1[cH:3][cH:4][cH:5][cH:6][cH:7]1)[N:8]1[CH2:9][CH:10]([CH:21]([CH3:22])[O:23][c:27]2[n:28][cH:29][c:30]([C:31]#[N:32])[cH:33][cH:34]2)[CH:11]([c:13]2[cH:14][c:15]([F:20])[c:16]([F:19])[cH:17][cH:18]2)[CH2:12]1.